Dataset: the Open Reaction Database (ORD), a public repository of structured organic reaction records. Task: describe an organic reaction: reactants, conditions, products, and yield Reactants: O=C(O)C1=CCC=CC1, CCO, Nc1ccc2ccc(Cl)nc2n1, O. Yields the product O=C(Nc1ccc2ccc(Cl)nc2n1)C1=CCC=CC1. Reaction SMILES: [C:1]1([C:7](=[O:8])[OH:9])=[CH:2][CH2:3][CH:4]=[CH:5][CH2:6]1.[CH3:22][CH2:23][OH:24].[NH2:10][c:11]1[n:12][c:13]2[n:14][c:15]([Cl:21])[cH:16][cH:17][c:18]2[cH:19][cH:20]1.[OH2:25]>>[C:1]1([C:7](=[O:9])[NH:10][c:11]2[n:12][c:13]3[n:14][c:15]([Cl:21])[cH:16][cH:17][c:18]3[cH:19][cH:20]2)=[CH:2][CH2:3][CH:4]=[CH:5][CH2:6]1. The reactants are [BH4-], CCCCCCC(C)(C)c1ccc(C2=CCCC(=O)C2)c(O)c1, CO, [Na+]. The product is CCCCCCC(C)(C)c1ccc(C2=CCCC(O)C2)c(O)c1. RXN SMILES: [BH4-:24].[CH3:1][C:2]([CH2:3][CH2:4][CH2:5][CH2:6][CH2:7][CH3:8])([CH3:9])[c:10]1[cH:11][c:12]([OH:23])[c:13]([C:16]2=[CH:21][CH2:20][CH2:19][C:18](=[O:22])[CH2:17]2)[cH:14][cH:15]1.[CH3:26][OH:27].[Na+:25]>>[CH3:1][C:2]([CH2:3][CH2:4][CH2:5][CH2:6][CH2:7][CH3:8])([CH3:9])[c:10]1[cH:11][c:12]([OH:23])[c:13]([C:16]2=[CH:21][CH2:20][CH2:19][CH:18]([OH:22])[CH2:17]2)[cH:14][cH:15]1. The reactants are C(C)(=O)C1=C(C=C(OCCCC(=O)OCC)C=C1)F (4-(4-Acetyl-3-fluorophenoxy)butanoic acid, ethyl ester), C([O-])([O-])=O.[K+].[K+] (potassium carbonate). Solvent: CO.O (methanol water). The product is C(C)(=O)C1=C(C=C(OCCCC(=O)O)C=C1)F (4-(4-acetyl-3-fluorophenoxy)butanoic acid). The yield is 78.2%. RXN SMILES: [C:1]([C:4]1[CH:18]=[CH:17][C:7]([O:8][CH2:9][CH2:10][CH2:11][C:12]([O:14]CC)=[O:13])=[CH:6][C:5]=1[F:19])(=[O:3])[CH3:2].C(=O)([O-])[O-].[K+].[K+]>CO.O>[C:1]([C:4]1[CH:18]=[CH:17][C:7]([O:8][CH2:9][CH2:10][CH2:11][C:12]([OH:14])=[O:13])=[CH:6][C:5]=1[F:19])(=[O:3])[CH3:2] |f:1.2.3,4.5|. Procedure details: 4-(4-Acetyl-3-fluorophenoxy)butanoic acid, ethyl ester (20 mg, 0.0745 mmol) is dissolved in 1 mL of methanol/water (3:2) and treated with 30.91 mg (0.22 mmol) of potassium carbonate according to the procedure described for Example 4 to give 14 mg (82%) of 4-(4-acetyl-3-fluorophenoxy)butanoic acid as a white powder: m.p. 110°-111° C.; The 1H NMR (300 MHz, CDCl3) is consistent with the desired product; IR (KBr) 1710, 1670, 1610 cm-1 ; MS m/e calculated for C12H13 O4FNa: 263.0695, found 263.0699. Starting materials: C(C(=O)C)CC(C)=O (acetonyl acetone), C(C)OC1=CC(=C(N)C=C1)[N+](=O)[O-] (4-ethoxy-2-nitroaniline), O (water). The solvent is C(C)(=O)O (acetic acid). Yields the product CC=1N(C(=CC1)C)C1=C(C=C(C=C1)OCC)[N+](=O)[O-] (2,5-dimethyl-1-(4-ethoxy-2-nitrophenyl)pyrrole). Reaction SMILES: [CH2:1]([CH2:5][C:6](=O)[CH3:7])[C:2]([CH3:4])=O.[CH2:9]([O:11][C:12]1[CH:18]=[CH:17][C:15]([NH2:16])=[C:14]([N+:19]([O-:21])=[O:20])[CH:13]=1)[CH3:10].O>C(O)(=O)C>[CH3:7][C:6]1[N:16]([C:15]2[CH:17]=[CH:18][C:12]([O:11][CH2:9][CH3:10])=[CH:13][C:14]=2[N+:19]([O-:21])=[O:20])[C:2]([CH3:4])=[CH:1][CH:5]=1. Procedure: To a solution of acetonyl acetone (1.95 mL, 16.5 mmol) in acetic acid (100 mL) was added 4-ethoxy-2-nitroaniline (3.0 g, 16.5 mmol) and the red mixture heated at reflux overnight. After cooling to rt, the now black solution was poured into water and extracted with EtOAc (2×200mL). The combined organic layers were washed with brine, dried over MgSO4, filtered, and concentrated in vacuo to an oil. Purification by flash chromatography (10% EtOAc/hexanes) gave 2,5-dimethyl-1-(4-ethoxy-2-nitrophenyl)... The reactants are NC1=C(C2=C(S1)CCCC2)C(=O)C2=CC(=CC=C2)Cl ((2-amino-4,5,6,7-tetrahydrobenzo[b]thiophen-3-yl)(3-chlorophenyl)methanone), C(CCC(=O)C)(=O)OC (methyl levulinate), Cl[Si](C)(C)C (chlorotrimethylsilane). Run in CN(C)C=O (DMF). Yields the product CC1=C(C(=C2C(=N1)SC1=C2CCCC1)C1=CC(=CC=C1)Cl)CC(=O)OC (Methyl [2-methyl-4-(3-chlorophenyl)-5,6,7,8-tetrahydro[1]benzothieno[2,3-b]pyridin-3-yl]acetate). The yield is 76.7%. RXN SMILES: [NH2:1][C:2]1[S:6][C:5]2[CH2:7][CH2:8][CH2:9][CH2:10][C:4]=2[C:3]=1[C:11]([C:13]1[CH:18]=[CH:17][CH:16]=[C:15]([Cl:19])[CH:14]=1)=O.[C:20]([O:27][CH3:28])(=[O:26])[CH2:21][CH2:22][C:23]([CH3:25])=O.Cl[Si](C)(C)C>CN(C=O)C>[CH3:25][C:23]1[N:1]=[C:2]2[S:6][C:5]3[CH2:7][CH2:8][CH2:9][CH2:10][C:4]=3[C:3]2=[C:11]([C:13]2[CH:18]=[CH:17][CH:16]=[C:15]([Cl:19])[CH:14]=2)[C:22]=1[CH2:21][C:20]([O:27][CH3:28])=[O:26]. Procedure: This compound was prepared according to the procedure B from (2-amino-4,5,6,7-tetrahydrobenzo[b]thiophen-3-yl)(3-chlorophenyl)methanone (0.291 g; 1 mmol), methyl levulinate (0.141 mL; 1.1 mmol), chlorotrimethylsilane (0.511 mL; 4 mmol) in DMF (4 mL) for 48 h. Purification by flash chromatography on silica gel using a gradient of ethyl acetate (3-50%) in heptane furnished 0.296 g (76%) of the title compound as a yellow solid. Reactants: [Cl-].[Na+] (sodium chloride), O=C1CCC2=C(NC=3C=CC=C1C23)C(=O)OCC (ethyl 1,3,4,5-tetrahydro-5-oxo-benz[cd]indole-2-carboxylate), C[O-].[Na+] (sodium methoxide), Cl.NC(=N)N (guanidine hydrochloride), CN(C=O)C (N,N-dimethylformamide). Run at time 8 hour. Product: NN=CNC(=O)C=1NC=2C=CC=C3C2C1CCC3=O (N-(aminoiminomethyl) -1,3,4,5-tetrahydro-5-oxo-benz[cd]indole-2-carboxamide). As a reaction SMILES: [O:1]=[C:2]1[C:12]2[C:13]3[C:5](=[C:6]([C:14]([O:16]CC)=O)[NH:7][C:8]=3[CH:9]=[CH:10][CH:11]=2)[CH2:4][CH2:3]1.C[O-].[Na+].Cl.[NH2:23][C:24]([NH2:26])=N.[Cl-].[Na+].C[N:30](C)C=O>>[NH2:30][N:23]=[CH:24][NH:26][C:14]([C:6]1[NH:7][C:8]2[CH:9]=[CH:10][CH:11]=[C:12]3[C:2](=[O:1])[CH2:3][CH2:4][C:5]=1[C:13]=23)=[O:16] |f:1.2,3.4,5.6|. Procedure: A mixture of ethyl 1,3,4,5-tetrahydro-5-oxo-benz[cd]indole-2-carboxylate (1.00 g, 4.11 mmol), sodium methoxide (2.22 g, 41.1 mmol), guanidine hydrochloride (3.92 g, 41.1 mmol) and N,N-dimethylformamide (15 ml) was stirred overnight at room temperature. After completion of the reaction, a 5% aqueous sodium chloride solution was added to the reaction mixture under ice-cooling, followed by extraction with ethyl acetate (three times). The extract solution was washed twice with a 5% aqueous sodium hy... Starting materials: [Si](C)(C)(C(C)(C)C)OCC1CC(N(CC1)C(=O)OC)CCC(C)(C)C (Methyl 4-((tert-butyldimethylsilyloxy)methyl)-2-(3,3-dimethylbutyl)piperidine-1-carboxylate), CCCC[N+](CCCC)(CCCC)CCCC.[F-] (TBAF). Solvent: C1CCOC1 (THF). Reaction conditions: time 3.5 hour. Product: CC(CCC1N(CCC(C1)CO)C(=O)OC)(C)C (methyl 2-(3,3-dimethylbutyl)-4-(hydroxymethyl)piperidine-1-carboxylate). The yield is 98.1%. As a reaction SMILES: [Si]([O:8][CH2:9][CH:10]1[CH2:15][CH2:14][N:13]([C:16]([O:18][CH3:19])=[O:17])[CH:12]([CH2:20][CH2:21][C:22]([CH3:25])([CH3:24])[CH3:23])[CH2:11]1)(C(C)(C)C)(C)C.CCCC[N+](CCCC)(CCCC)CCCC.[F-]>C1COCC1>[CH3:23][C:22]([CH3:25])([CH3:24])[CH2:21][CH2:20][CH:12]1[CH2:11][CH:10]([CH2:9][OH:8])[CH2:15][CH2:14][N:13]1[C:16]([O:18][CH3:19])=[O:17] |f:1.2|. Procedure details: Methyl 4-((tert-butyldimethylsilyloxy)methyl)-2-(3,3-dimethylbutyl)piperidine-1-carboxylate (3.606 g, 9.7 mmol) was dissolved in THF (50 mL) and TBAF (1M in THF) (13 mL, 13 mmol) added. Stirred at room temperature for 3.5 h. The solvent was evaporated. Redissolved in DCM and washed with satd NaHCO3. The organic phase was passed through a phase separator and evaporated to yield an oil. The residue was purified via Biotage (eluent 30-70% EtOAc in heptane) to yield methyl 2-(3,3-dimethylbutyl)-4-(h...